Dataset: the Open Reaction Database (ORD), a public repository of structured organic reaction records. Task: describe an organic reaction: reactants, conditions, products, and yield Starting materials: C(C1=CC=CC=C1)N(CC#N)[C@H](CO)C ((S)-2-(N-Benzyl-N-cyanomethylamino)-1-propanol), C(Cl)(Cl)(Cl)Cl (carbon tetrachloride), C1(=CC=CC=C1)P(C1=CC=CC=C1)C1=CC=CC=C1 (triphenylphosphine), C1(=CC=CC=C1)P(C1=CC=CC=C1)C1=CC=CC=C1 (triphenylphosphine), CO (Methanol). Solvent: C(Cl)Cl (methylene chloride). The product is solvent, C(C)(=O)N[C@H]1C[C@@H](N(C1)CC1=CC=CC=C1)C ((2S, 4S)-4-Acetylamino-1-benzyl-2-methylpyrrolidine). The yield is 77.9%. Reaction SMILES: [CH2:1]([N:8]([C@@H:12]([CH3:15])[CH2:13]O)[CH2:9][C:10]#[N:11])[C:2]1[CH:7]=[CH:6][CH:5]=[CH:4][CH:3]=1.C(Cl)(Cl)(Cl)Cl.C1(P([C:34]2[CH:39]=CC=CC=2)C2C=CC=CC=2)C=CC=CC=1.C[OH:41]>C(Cl)Cl>[C:39]([NH:11][C@@H:10]1[CH2:9][N:8]([CH2:1][C:2]2[CH:7]=[CH:6][CH:5]=[CH:4][CH:3]=2)[C@@H:12]([CH3:15])[CH2:13]1)(=[O:41])[CH3:34]. Procedure details: To a stirred solution of 132.23 g (0.647 mol) of (S)-2-(N-Benzyl-N-cyanomethylamino)-1-propanol, from step 1b, in 500 mL of methylene chloride and 94 mL of anhydrous carbon tetrachloride under nitrogen and anhydrous conditions and at room temperature was added 170 g (0.648 mol) of triphenylphosphine. The mixture was stirred at room temperature, but soon the exothermic reaction raised the temperature to reflux temperature. The reaction was stirred for 22 hours, another 8.5 g (0.032 mol) of triphe... The reactants are O=C([O-])[O-], CC#N, CCOC(C)=O, Fc1ccc(-c2nc3ccc(Cl)cn3c2CCl)cc1, Cl, [K+], [K+], CC(C)(C)OC(=O)N1CCCC1c1ccnc(N)n1. Product: CC(C)(C)OC(=O)N1CCCC1c1ccnc(NCc2c(-c3ccc(F)cc3)nc3ccc(Cl)cn23)n1. As a reaction SMILES: [C:40](=[O:41])([O-:42])[O-:43].[CH3:46][C:47]#[N:48].[CH3:49][CH2:50][O:51][C:52](=[O:53])[CH3:54].[Cl:2][c:3]1[cH:4][cH:5][c:6]2[n:7]([cH:8]1)[c:9]([CH2:19][Cl:20])[c:10](-[c:12]1[cH:13][cH:14][c:15]([F:18])[cH:16][cH:17]1)[n:11]2.[ClH:1].[K+:44].[K+:45].[NH2:21][c:22]1[n:23][cH:24][cH:25][c:26]([CH:28]2[N:29]([C:33](=[O:34])[O:35][C:36]([CH3:37])([CH3:38])[CH3:39])[CH2:30][CH2:31][CH2:32]2)[n:27]1>>[Cl:2][c:3]1[cH:4][cH:5][c:6]2[n:7]([cH:8]1)[c:9]([CH2:19][NH:21][c:22]1[n:23][cH:24][cH:25][c:26]([CH:28]3[N:29]([C:33](=[O:34])[O:35][C:36]([CH3:37])([CH3:38])[CH3:39])[CH2:30][CH2:31][CH2:32]3)[n:27]1)[c:10](-[c:12]1[cH:13][cH:14][c:15]([F:18])[cH:16][cH:17]1)[n:11]2.